This data is from the Open Reaction Database (ORD), a public repository of structured organic reaction records. The task is: describe an organic reaction: reactants, conditions, products, and yield Starting materials: CCO, CCOC(=O)C(C)(C)Cn1ncc2c(-c3noc(-c4cnc(OC(C)C)c(Cl)c4)n3)cccc21, [Na+], [OH-]. The product is CC(C)Oc1ncc(-c2nc(-c3cccc4c3cnn4CC(C)(C)C(=O)O)no2)cc1Cl. RXN SMILES: [CH3:37][CH2:38][OH:39].[Cl:1][c:2]1[cH:3][c:4](-[c:12]2[n:13][c:14](-[c:17]3[c:18]4[cH:19][n:20][n:21]([CH2:26][C:27]([C:28](=[O:29])[O:30][CH2:31][CH3:32])([CH3:33])[CH3:34])[c:22]4[cH:23][cH:24][cH:25]3)[n:15][o:16]2)[cH:5][n:6][c:7]1[O:8][CH:9]([CH3:10])[CH3:11].[Na+:36].[OH-:35]>>[Cl:1][c:2]1[cH:3][c:4](-[c:12]2[n:13][c:14](-[c:17]3[c:18]4[cH:19][n:20][n:21]([CH2:26][C:27]([C:28](=[O:29])[OH:30])([CH3:33])[CH3:34])[c:22]4[cH:23][cH:24][cH:25]3)[n:15][o:16]2)[cH:5][n:6][c:7]1[O:8][CH:9]([CH3:10])[CH3:11]. Reported procedure: The title compound, colorless oil, MS: m/e=444.4 (M+H+), was prepared in accordance with the general method of example 82b from (2RS,5RS)-2-(3-chloro-propyl)-5-(4-fluoro-phenyl)-1-(toluene-4-sulfonyl)-pyrrolidine and 5-methyl-1H-tetrazole. Reaction SMILES: Cl[CH2:2][CH2:3][CH2:4][CH:5]1[CH2:9][CH2:8][CH:7]([C:10]2[CH:15]=[CH:14][C:13]([F:16])=[CH:12][CH:11]=2)[N:6]1[S:17]([C:20]1[CH:25]=[CH:24][C:23]([CH3:26])=[CH:22][CH:21]=1)(=[O:19])=[O:18].[CH3:27][C:28]1[NH:32][N:31]=[N:30][N:29]=1>>[F:16][C:13]1[CH:14]=[CH:15][C:10]([CH:7]2[N:6]([S:17]([C:20]3[CH:25]=[CH:24][C:23]([CH3:26])=[CH:22][CH:21]=3)(=[O:18])=[O:19])[CH:5]([CH2:4][CH2:3][CH2:2][N:29]3[C:28]([CH3:27])=[N:32][N:31]=[N:30]3)[CH2:9][CH2:8]2)=[CH:11][CH:12]=1. Reactants: ClCCCC1N(C(CC1)C1=CC=C(C=C1)F)S(=O)(=O)C1=CC=C(C=C1)C ((2RS,5RS)-2-(3-chloro-propyl)-5-(4-fluoro-phenyl)-1-(toluene-4-sulfonyl)-pyrrolidine), CC1=NN=NN1 (5-methyl-1H-tetrazole). Yields the product FC1=CC=C(C=C1)C1CCC(N1S(=O)(=O)C1=CC=C(C=C1)C)CCCN1N=NN=C1C ((2RS,5RS)-1-{3-[5-(4-Fluoro-phenyl)-1-(toluene-4-sulfonyl)-pyrrolidin-2-yl]-propyl}-5-methyl-1H-tetrazole).